From a dataset of the Open Reaction Database (ORD), a public repository of structured organic reaction records. describe an organic reaction: reactants, conditions, products, and yield Reactants: Cc1ccc(Br)cc1NC(=O)c1nc[nH]c1C(=O)Nc1nc2cc(N3CCN(C(=O)OC(C)(C)C)CC3)ccc2[nH]1, C1COCCO1, CO, Cl. Yields the product Cc1ccc(Br)cc1NC(=O)c1nc[nH]c1C(=O)Nc1nc2cc(N3CCNCC3)ccc2[nH]1, Cl. Reaction SMILES: [Br:1][c:2]1[cH:3][cH:4][c:5]([CH3:41])[c:6]([NH:8][C:9](=[O:10])[c:11]2[n:12][cH:13][nH:14][c:15]2[C:16](=[O:17])[NH:18][c:19]2[n:20][c:21]3[c:22]([nH:23]2)[cH:24][cH:25][c:26]([N:28]2[CH2:29][CH2:30][N:31]([C:34]([O:35][C:36]([CH3:37])([CH3:38])[CH3:39])=[O:40])[CH2:32][CH2:33]2)[cH:27]3)[cH:7]1.[CH2:45]1[O:46][CH2:47][CH2:48][O:49][CH2:50]1.[CH3:43][OH:44].[ClH:42]>>[Br:1][c:2]1[cH:3][cH:4][c:5]([CH3:41])[c:6]([NH:8][C:9](=[O:10])[c:11]2[n:12][cH:13][nH:14][c:15]2[C:16](=[O:17])[NH:18][c:19]2[n:20][c:21]3[c:22]([nH:23]2)[cH:24][cH:25][c:26]([N:28]2[CH2:29][CH2:30][NH:31][CH2:32][CH2:33]2)[cH:27]3)[cH:7]1.[ClH:42]. Starting materials: Br[Mg]c1ccccc1, CCOCC, CC(C)CC=O, [Cl-], [NH4+]. The product is CC(C)CC(O)c1ccccc1. As a reaction SMILES: [Br:7][Mg:8][c:9]1[cH:10][cH:11][cH:12][cH:13][cH:14]1.[CH3:17][CH2:18][O:19][CH2:20][CH3:21].[CH:1]([CH2:2][CH:3]([CH3:4])[CH3:5])=[O:6].[Cl-:15].[NH4+:16]>>[CH:1]([CH2:2][CH:3]([CH3:4])[CH3:5])([OH:6])[c:9]1[cH:10][cH:11][cH:12][cH:13][cH:14]1. Reactants: C(CC(=O)OC)(=O)OC (dimethyl malonate), C(C)#N (acetonitrile), Cl[Sn](Cl)(Cl)Cl (SnCl4). Solvent: ClCCCl (1,2-dichloroethane). Product: NC(C)=C(C(=O)OC)C(=O)OC (Dimethyl 2-(1-Aminoethylidene)malonate). As a reaction SMILES: [C:1]([O:8][CH3:9])(=[O:7])[CH2:2][C:3]([O:5][CH3:6])=[O:4].[C:10](#[N:12])[CH3:11].Cl[Sn](Cl)(Cl)Cl>ClCCCl>[NH2:12][C:10](=[C:2]([C:1]([O:8][CH3:9])=[O:7])[C:3]([O:5][CH3:6])=[O:4])[CH3:11]. Procedure details: To a stirred solution containing 4.36 mL (38.0 mmol) of dimethyl malonate and 2.00 mL (38.0 mmol) of acetonitrile in 20 mL of 1,2-dichloroethane were added 8.90 mL (76.0 mmol) of SnCl4. The reaction mixture was stirred at reflux for 2 h. The reaction mixture was then concentrated under diminished pressure and the residue was dissolved into 100 mL of acetone. Then, 70 mL of satd. aq. sodium carbonate were added and the mixture was stirred for 20 minutes. The mixture was poured into 200 mL of satd... Starting materials: C(C1=CC=CC=C1)OC(=O)NC1N=C(C2=C(NC1=O)C=CC=C2)C=2C=NC=CC2 (3-(benzyloxycarbonyl-amino)-5-pyridin-3-yl-1,3-dihydro-benzo[e][1,4]diazepin-2-one), C[Si](C)(C)[N-][Si](C)(C)C.[K+] (potassium bis(trimethylsilyl)amide), BrCC(=O)N(C1=CC=C(C=C1)OC)C(C)C (2-bromo-N-isopropyl-N-(4-methoxy-phenyl)-acetamide), Intermediate 5. Run in CN(C=O)C (dimethylformamide), CN(C=O)C (dimethylformamide). Conditions: time 10 minute. Product: C(C1=CC=CC=C1)OC(=O)NC1N=C(C2=C(N(C1=O)CC(=O)N(C1=CC=C(C=C1)OC)C(C)C)C=CC=C2)C=2C=NC=CC2 (2-[3-(N-Benzyloxycarbonyl-amino)-2-oxo-5-pyridin-3-yl-2,3-dihydro-benzo[e][1,4]diazepin-1-yl]-N-isopropyl-N-(4-methoxy-phenyl)-acetamide). The yield is 84.5%. Reaction SMILES: [CH2:1]([O:8][C:9]([NH:11][CH:12]1[C:18](=[O:19])[NH:17][C:16]2[CH:20]=[CH:21][CH:22]=[CH:23][C:15]=2[C:14]([C:24]2[CH:25]=[N:26][CH:27]=[CH:28][CH:29]=2)=[N:13]1)=[O:10])[C:2]1[CH:7]=[CH:6][CH:5]=[CH:4][CH:3]=1.C[Si]([N-][Si](C)(C)C)(C)C.[K+].Br[CH2:41][C:42]([N:44]([CH:53]([CH3:55])[CH3:54])[C:45]1[CH:50]=[CH:49][C:48]([O:51][CH3:52])=[CH:47][CH:46]=1)=[O:43]>CN(C)C=O>[CH2:1]([O:8][C:9]([NH:11][CH:12]1[C:18](=[O:19])[N:17]([CH2:41][C:42]([N:44]([CH:53]([CH3:55])[CH3:54])[C:45]2[CH:50]=[CH:49][C:48]([O:51][CH3:52])=[CH:47][CH:46]=2)=[O:43])[C:16]2[CH:20]=[CH:21][CH:22]=[CH:23][C:15]=2[C:14]([C:24]2[CH:25]=[N:26][CH:27]=[CH:28][CH:29]=2)=[N:13]1)=[O:10])[C:2]1[CH:3]=[CH:4][CH:5]=[CH:6][CH:7]=1 |f:1.2|. Procedure: A solution of 1.000 g of 3-(benzyloxycarbonyl-amino)-5-pyridin-3-yl-1,3-dihydro-benzo[e][1,4]diazepin-2-one (2.591 mmol, Pat. App. WO 93/16999) in 7 mL dimethylformamide at 0° C. under nitrogen was treated with 5.44 mL (2.72 mmol) of potassium bis(trimethylsilyl)amide (0.5M in toluene). After stirring for 10 min., a solution of 0.779 g of 2-bromo-N-isopropyl-N-(4-methoxy-phenyl)-acetamide (2.72 mmol), prepared as in Intermediate 5, in 2 mL of dimethylformamide was added to the mixture. The react... The reactants are CC=1C=NN(C1)C1=CC=C(C(=O)Cl)C=C1 (4-(4-methylpyrazol-1-yl)benzoyl chloride), ice, C=1C=CN2C1CNC1=C(C2)C=CC=C1 (10,11-dihydro-5H-pyrrolo[2,1-c][1,4]benzodiazepine), C(C)(C)N(CC)C(C)C (diisopropylethylamine). Solvent: ClCCl (dichloromethane). Run at time 18 hour. The product is CC=1C=NN(C1)C1=CC=C(C=C1)C(=O)N1CC=2N(CC3=C1C=CC=C3)C=CC2 ([4-(4-Methyl-pyrazol-1-yl)-phenyl]-(5H,11H-pyrrolo[2,1-c][1,4]-benzodiazepin-10-yl)-methanone). Yield: 62.5%. As a reaction SMILES: [CH3:1][C:2]1[CH:3]=[N:4][N:5]([C:7]2[CH:15]=[CH:14][C:10]([C:11](Cl)=[O:12])=[CH:9][CH:8]=2)[CH:6]=1.[CH:16]1[CH:17]=[CH:18][N:19]2[CH2:25][C:24]3[CH:26]=[CH:27][CH:28]=[CH:29][C:23]=3[NH:22][CH2:21][C:20]=12.C(N(C(C)C)CC)(C)C>ClCCl>[CH3:1][C:2]1[CH:3]=[N:4][N:5]([C:7]2[CH:15]=[CH:14][C:10]([C:11]([N:22]3[C:23]4[CH:29]=[CH:28][CH:27]=[CH:26][C:24]=4[CH2:25][N:19]4[CH:18]=[CH:17][CH:16]=[C:20]4[CH2:21]3)=[O:12])=[CH:9][CH:8]=2)[CH:6]=1. Procedure: The 4-(4-methylpyrazol-1-yl)benzoyl chloride (0.72 g) was added to an ice-cooled solution of 10,11-dihydro-5H-pyrrolo[2,1-c][1,4]benzodiazepine (0.60 g) and diisopropylethylamine (0.48 g) in dichloromethane (25 ml). After stirring at room temperature for 18 hours, the reaction mixture was washed with water and saturated aqueous sodium bicarbonate. The dichloromethane solution was dried over anhydrous sodium sulfate and filtered through a short column of hydrous sodium magnesium silicate and furt... Reactants: CCCCCCCCCCCCCCCCO, ClCCl, O, Cc1ccc(S(=O)(=O)Cl)cc1, c1ccncc1. Reaction SMILES: [CH2:1]([CH2:2][CH2:3][CH2:4][CH2:5][CH2:6][CH2:7][CH2:8][CH2:9][CH2:10][CH2:11][CH2:12][CH2:13][CH2:14][CH2:15][CH3:16])[OH:17].[Cl:36][CH2:37][Cl:38].[OH2:35].[c:24]1([CH3:34])[cH:25][cH:26][c:27]([S:30](=[O:31])(=[O:32])[Cl:33])[cH:28][cH:29]1.[cH:18]1[cH:19][cH:20][n:21][cH:22][cH:23]1>>[CH2:1]([CH2:2][CH2:3][CH2:4][CH2:5][CH2:6][CH2:7][CH2:8][CH2:9][CH2:10][CH2:11][CH2:12][CH2:13][CH2:14][CH2:15][CH3:16])[O:17][S:30]([c:27]1[cH:26][cH:25][c:24]([CH3:34])[cH:29][cH:28]1)(=[O:31])=[O:32]. Product: CCCCCCCCCCCCCCCCOS(=O)(=O)c1ccc(C)cc1.